From a dataset of the Open Reaction Database (ORD), a public repository of structured organic reaction records. describe an organic reaction: reactants, conditions, products, and yield The reactants are C(C)(C)[Si](C(C)C)(C(C)C)Cl (triisopropylsilyl chloride), N1C=CC=C1 (Pyrrole), [H-].[Na+] (sodium hydride), [H][H] (hydrogen). Run in CN(C)C=O (DMF). Conditions: temperature 0 celsius, time 0.75 hour. Product: C(C)(C)[Si](N1C=CC=C1)(C(C)C)C(C)C (N-(Triisopropylsilyl)pyrrole). The yield is 30.1%. Reaction SMILES: [NH:1]1[CH:5]=[CH:4][CH:3]=[CH:2]1.[H-].[Na+].[H][H].[CH:10]([Si:13](Cl)([CH:17]([CH3:19])[CH3:18])[CH:14]([CH3:16])[CH3:15])([CH3:12])[CH3:11]>CN(C=O)C>[CH:10]([Si:13]([CH:17]([CH3:19])[CH3:18])([CH:14]([CH3:16])[CH3:15])[N:1]1[CH:5]=[CH:4][CH:3]=[CH:2]1)([CH3:12])[CH3:11] |f:1.2|. Procedure details: Pyrrole (1.0 mL, 0.96 g, 15 mmol) was added dropwise at 0° C. to a stirred suspension of sodium hydride (0.758 g of 50% dispersion in mineral oil, 16 mmol) in anhydrous DMF (20 mL). When hydrogen evolution (foaming) had ceased, triisopropylsilyl chloride (3.1 mL, 2.8 g, 15 mmol) was added dropwise and stirring at 0° C. was then continued for 0.75 h. The reaction mixture was partitioned between ether and water, and the ether phase was washed with water, dried oversodium sulfate, and evaporated in...